This data is from the Open Reaction Database (ORD), a public repository of structured organic reaction records. The task is: describe an organic reaction: reactants, conditions, products, and yield Reported procedure: 550 g (2.7 M) of 2,5,9-trimethyl-cyclododeca-1,5,9-triene and 380 g of acidic diatomaceous earth in 6250 ml of anhydrous ethanol were refluxed for 72 h to give, after the same treatment as that described in Example 1 above, 532 g of a product having b.p. 70°-110°/0.01 Torr. On fractional distillation, there were recovered 495 g of starting 2,5,9-trimethyl-cyclododeca-1,5,9-triene (b.p. 43°-52°/0.1 Torr) and 42.5 g of the desired product (b.p. 90°-105°/0.01 Torr); yield 63% based on the converted... The yield is 63.0%. The product is C(C)OC1(CCC(=CCCC(=CCCC1)C)C)C (1-Ethoxy-1,4,8-trimethyl-cyclododeca-4,8-diene). As a reaction SMILES: [CH3:1][C:2]1[CH2:13][CH2:12][C:11]([CH3:14])=[CH:10][CH2:9][CH2:8][C:7]([CH3:15])=[CH:6][CH2:5][CH2:4][CH:3]=1.[CH2:16]([OH:18])[CH3:17]>>[CH2:16]([O:18][C:2]1([CH3:1])[CH2:3][CH2:4][CH2:5][CH:6]=[C:7]([CH3:15])[CH2:8][CH2:9][CH:10]=[C:11]([CH3:14])[CH2:12][CH2:13]1)[CH3:17]. Starting materials: CC1=CCCC=C(CCC=C(CC1)C)C (2,5,9-trimethyl-cyclododeca-1,5,9-triene), C(C)O (ethanol), product. The reactants are NCC=1C=C(C=NC1)C=1N(C2=CC(=CC=C2C1C#N)Cl)C (2-(5-Aminomethyl-pyridin-3-yl)-6-chloro-1-methyl-1H-indole-3-carbonitrile), C1(CCCC1)N=C=O (cyclopentyl isocyanate). Yields the product ClC1=CC=C2C(=C(N(C2=C1)C)C=1C=C(C=NC1)CNC(=O)NC1CCCC1)C#N (1-[5-(6-chloro-3-cyano-1-methyl-1H-indol-2-yl)-pyridin-3-ylmethyl]-3-cyclopentyl-urea). As a reaction SMILES: [NH2:1][CH2:2][C:3]1[CH:4]=[C:5]([C:9]2[N:10]([CH3:21])[C:11]3[C:16]([C:17]=2[C:18]#[N:19])=[CH:15][CH:14]=[C:13]([Cl:20])[CH:12]=3)[CH:6]=[N:7][CH:8]=1.[CH:22]1([N:27]=[C:28]=[O:29])[CH2:26][CH2:25][CH2:24][CH2:23]1>>[Cl:20][C:13]1[CH:12]=[C:11]2[C:16]([C:17]([C:18]#[N:19])=[C:9]([C:5]3[CH:4]=[C:3]([CH2:2][NH:1][C:28]([NH:27][CH:22]4[CH2:26][CH2:25][CH2:24][CH2:23]4)=[O:29])[CH:8]=[N:7][CH:6]=3)[N:10]2[CH3:21])=[CH:15][CH:14]=1. Procedure details: 2-(5-Aminomethyl-pyridin-3-yl)-6-chloro-1-methyl-1H-indole-3-carbonitrile (Example 186e) and cyclopentyl isocyanate are processed according to the method described in Example 196 to give 1-[5-(6-chloro-3-cyano-1-methyl-1H-indol-2-yl)-pyridin-3-ylmethyl]-3-cyclopentyl-urea as a solid. 1H NMR (400 MHz, MeOD) δ ppm 1.31-1.54 (m, 2H), 1.56-1.68 (m, 2H), 1.68-1.78 (m, 2H), 1.86-2.13 (m, 2H), 3.83 (s, 3H), 3.94-4.09 (m, 1H), 4.52 (s, 2H), 7.38 (dd, J=8.3, 1.8 Hz, 1H), 7.72 (d, J=8.6 Hz, 1H), 7.77 (d, ... Yields the product N[C@@H](C(=O)OC)CC=C ((R)-Methyl 2-aminopent-4-enoate). Reported procedure: A solution of (R)-2-aminopent-4-enoic acid (18d) (5 g, 43.5 mmol) in MeOH.HCl (2.4M, 50 mL) was stirred at 70° C. overnight. The mixture was concentrated under reduced pressure to give compound 18e (5.5 g, 98% yield), which was used without purification. Yield: 98.0%. The reactants are N[C@@H](C(=O)O)CC=C ((R)-2-aminopent-4-enoic acid), CO.Cl (MeOH.HCl). Reaction SMILES: [NH2:1][C@H:2]([CH2:6][CH:7]=[CH2:8])[C:3]([OH:5])=[O:4].[CH3:9]O.Cl>>[NH2:1][C@H:2]([CH2:6][CH:7]=[CH2:8])[C:3]([O:5][CH3:9])=[O:4] |f:1.2|. Conditions: time 4 hour. Reaction SMILES: Cl.C(OC([NH:9][C:10]1[C:11]([F:35])=[CH:12][C:13]([F:34])=[C:14]([N:16]2[C:25]3[C:20](=[CH:21][C:22]([CH3:27])=[C:23]([F:26])[CH:24]=3)[C:19](=[O:28])[C:18]([C:29]([O:31]CC)=[O:30])=[CH:17]2)[CH:15]=1)=O)(C)(C)C>>[NH2:9][C:10]1[C:11]([F:35])=[CH:12][C:13]([F:34])=[C:14]([N:16]2[C:25]3[C:20](=[CH:21][C:22]([CH3:27])=[C:23]([F:26])[CH:24]=3)[C:19](=[O:28])[C:18]([C:29]([OH:31])=[O:30])=[CH:17]2)[CH:15]=1. Reactants: Cl (Hydrochloric acid), C(C)(C)(C)OC(=O)NC=1C(=CC(=C(C1)N1C=C(C(C2=CC(=C(C=C12)F)C)=O)C(=O)OCC)F)F (ethyl 1-(5-tert-butoxycarbonylamino-2,4-difluorophenyl)-7-fluoro-6-methyl-4-oxo-1,4-dihydroquinoline-3-carboxylate). Yields the product NC=1C(=CC(=C(C1)N1C=C(C(C2=CC(=C(C=C12)F)C)=O)C(=O)O)F)F (1-(5-Amino-2,4-difluorophenyl)-7-fluoro-6-methyl-4-oxo-1,4-dihydroquinoline-3-carboxylic Acid). Procedure: 12N Hydrochloric acid (5 ml) was added to ethyl 1-(5-tert-butoxycarbonylamino-2,4-difluorophenyl)-7-fluoro-6-methyl-4-oxo-1,4-dihydroquinoline-3-carboxylate (400 mg), and the mixture was stirred for 4 hours while heating under reflux. After the reaction mixture was allowed to cool, solids deposited were collected by filtration, washed successively with water and ethanol and dried to obtain the title compound (250 mg) as a pale yellow powder. Yield: 85.5%. The reactants are [H-].[Na+] (NaH), N1=CNC2=C1C=CC=N2 (4-azabenzimidazole), BrC/C=C/CN1C(C=2C(C1=O)=CC=CC2)=O ((E)-N-(4-bromo-2-butenyl)phthalimide). Solvent: CN(C)C=O (DMF), CN(C)C=O (DMF). Reaction conditions: time 10 minute. Product: C1(C=2C(C(N1C/C=C/CN1C=NC=3C1=NC=CC3)=O)=CC=CC2)=O (3-[(E)-4-phthalimido-2-butenyl]-3H-imidazo[4,5-b]pyridine). The yield is 32.2%. As a reaction SMILES: [H-].[Na+].[N:3]1[C:7]2[CH:8]=[CH:9][CH:10]=[N:11][C:6]=2[NH:5][CH:4]=1.Br[CH2:13]/[CH:14]=[CH:15]/[CH2:16][N:17]1[C:21](=[O:22])[C:20]2=[CH:23][CH:24]=[CH:25][CH:26]=[C:19]2[C:18]1=[O:27]>CN(C=O)C>[C:18]1(=[O:27])[N:17]([CH2:16]/[CH:15]=[CH:14]/[CH2:13][N:5]2[C:6]3=[N:11][CH:10]=[CH:9][CH:8]=[C:7]3[N:3]=[CH:4]2)[C:21](=[O:22])[C:20]2=[CH:23][CH:24]=[CH:25][CH:26]=[C:19]12 |f:0.1|. Procedure details: A slurry of NaH (1.02 g, 25.4 mmol) in DMF (50 mL) at room temperature was treated with 4-azabenzimidazole (2.90 g, 24.4 mmol). After 10 min., the reaction mixture was treated with a solution of (E)-N-(4-bromo-2-butenyl)phthalimide (5.7 g, 20.3 mmol) in DMF (5 mL) over 30 min. The reaction mixture was allowed to stir for 1 h, then quenched by careful addition of water (5 mL) and the reaction mixture was concentrated in vacuo. The resulting residue was diluted with CH2Cl2 (50 mL), washed with bri... Reactants: CCOC(C)=O, O=C(Cl)C(=O)Cl, Nc1ccc(Sc2ccccc2)cc1Cl, ClCCl, CN(C)C=O, CC(O)(C(=O)O)C(F)(F)F. Yields the product CC(O)(C(=O)Nc1ccc(Sc2ccccc2)cc1Cl)C(F)(F)F. RXN SMILES: [CH3:40][CH2:41][O:42][C:43](=[O:44])[CH3:45].[Cl:1][C:2]([C:3]([Cl:4])=[O:5])=[O:6].[Cl:22][c:23]1[c:24]([NH2:25])[cH:26][cH:27][c:28]([S:30][c:31]2[cH:32][cH:33][cH:34][cH:35][cH:36]2)[cH:29]1.[Cl:37][CH2:38][Cl:39].[O:17]=[CH:18][N:19]([CH3:20])[CH3:21].[OH:7][C:8]([C:9](=[O:10])[OH:11])([C:12]([F:13])([F:14])[F:15])[CH3:16]>>[OH:7][C:8]([C:9](=[O:10])[NH:25][c:24]1[c:23]([Cl:22])[cH:29][c:28]([S:30][c:31]2[cH:32][cH:33][cH:34][cH:35][cH:36]2)[cH:27][cH:26]1)([C:12]([F:13])([F:14])[F:15])[CH3:16]. Procedure: 3-Iodophenylisocyanate (500 mg) was added to a solution of (5R)-3-{6-[2-{[(3-aminophenyl)methyl]oxy}ethoxy]hexyl}-5-(2,2-dimethyl-4H-1,3-benzodioxin-6-yl)-1,3-oxazolidin-2-one (700 mg) in dichloromethane (14 ml) and the mixture was stirred at 20° under nitrogen for 5 h. Isopropanol (14 ml) was added and the mixture was stirred for 16 h. The solvent was evaporated in vacuo to give a residue that was purified by Biotage. Elution with EtOAc-PE (2:1) gave the title compound (800 mg). LCMS RT=4.02 mi... The reactants are IC=1C=C(C=CC1)N=C=O (3-Iodophenylisocyanate), NC=1C=C(C=CC1)COCCOCCCCCCN1C(O[C@@H](C1)C1=CC2=C(OC(OC2)(C)C)C=C1)=O ((5R)-3-{6-[2-{[(3-aminophenyl)methyl]oxy}ethoxy]hexyl}-5-(2,2-dimethyl-4H-1,3-benzodioxin-6-yl)-1,3-oxazolidin-2-one), C(C)(C)O (Isopropanol). Yields the product CC1(OCC2=C(O1)C=CC(=C2)[C@@H]2CN(C(O2)=O)CCCCCCOCCOCC=2C=C(C=CC2)NC(=O)NC2=CC(=CC=C2)I)C (N-[3-({2-({6-[(5R)-5-(2,2-dimethyl-4H-1,3-benzodioxin-6-yl)-2-oxo-1,3-oxazolidin-3-yl]hexyl}oxy)ethoxy}methyl)phenyl]-N′-(3-iodophenyl)urea). Reaction SMILES: [I:1][C:2]1[CH:3]=[C:4]([N:8]=[C:9]=[O:10])[CH:5]=[CH:6][CH:7]=1.[NH2:11][C:12]1[CH:13]=[C:14]([CH2:18][O:19][CH2:20][CH2:21][O:22][CH2:23][CH2:24][CH2:25][CH2:26][CH2:27][CH2:28][N:29]2[CH2:33][C@@H:32]([C:34]3[CH:45]=[CH:44][C:37]4[O:38][C:39]([CH3:43])([CH3:42])[O:40][CH2:41][C:36]=4[CH:35]=3)[O:31][C:30]2=[O:46])[CH:15]=[CH:16][CH:17]=1.C(O)(C)C>ClCCl>[CH3:42][C:39]1([CH3:43])[O:38][C:37]2[CH:44]=[CH:45][C:34]([C@H:32]3[O:31][C:30](=[O:46])[N:29]([CH2:28][CH2:27][CH2:26][CH2:25][CH2:24][CH2:23][O:22][CH2:21][CH2:20][O:19][CH2:18][C:14]4[CH:13]=[C:12]([NH:11][C:9]([NH:8][C:4]5[CH:5]=[CH:6][CH:7]=[C:2]([I:1])[CH:3]=5)=[O:10])[CH:17]=[CH:16][CH:15]=4)[CH2:33]3)=[CH:35][C:36]=2[CH2:41][O:40]1. Yield: 76.6%. Reaction conditions: time 5 hour. Run in ClCCl (dichloromethane). Starting materials: C(CCC=C)C1C(COCC1)=O (4-(pent-4-en-1-yl)dihydro-2H-pyran-3(4H)-one), C[Si](C)(C)[N-][Si](C)(C)C.[Na+] (NaHMDS). Reagents/catalysts: [Br-].C[P+](C1=CC=CC=C1)(C1=CC=CC=C1)C1=CC=CC=C1 (methyltriphenylphosphonium bromide). Run in C1CCOC1 (THF), C1CCOC1 (THF). Reaction conditions: time 2 hour. Yields the product C=C1COCCC1CCCC=C (3-methylidene-4-(pent-4-en-1-yl)tetrahydro-2H-pyran). As a reaction SMILES: [CH3:1][Si]([N-][Si](C)(C)C)(C)C.[Na+].[CH2:11]([CH:16]1[CH2:21][CH2:20][O:19][CH2:18][C:17]1=O)[CH2:12][CH2:13][CH:14]=[CH2:15]>[Br-].C[P+](C1C=CC=CC=1)(C1C=CC=CC=1)C1C=CC=CC=1.C1COCC1>[CH2:1]=[C:17]1[CH:16]([CH2:11][CH2:12][CH2:13][CH:14]=[CH2:15])[CH2:21][CH2:20][O:19][CH2:18]1 |f:0.1,3.4|. Reported procedure: NaHMDS (5.35 ml, 10.70 mmol) was added to methyltriphenylphosphonium bromide (3822 mg, 10.70 mmol) in THF (53.500 ml) at RT. The reaction was stirred at RT for 1 hr before 4-(pent-4-en-1-yl)dihydro-2H-pyran-3(4H)-one (900 mg, 5.35 mmol) in THF (2 mL) was added at 0° C. The reaction mixture was stirred at room temperature for 2 hr. The mixture was cooled and quenched with aqueous NH4Cl. The reaction mixture was extracted with diethyl ether (3×20 mL). The combined organic fractions were washed wit...